describe an organic reaction: reactants, conditions, products, and yield From a dataset of the Open Reaction Database (ORD), a public repository of structured organic reaction records. The reactants are ClC1=CC(=CC2=C1OC1=C2CN(CC1)C(=O)OC(C)(C)C)C(C1=CC=CC=C1)O (tert-butyl 6-chloro-8-(hydroxy(phenyl)methyl)-3,4-dihydrobenzofuro[3,2-c]pyridine-2(1H)-carboxylate), FC(C(=O)O)(F)F (trifluoroacetic acid). Run in ClCCl (dichloromethane). Run at time 2 hour. Product: Cl.ClC1=CC(=CC2=C1OC1=C2CNCC1)C(O)C1=CC=CC=C1 ((6-chloro-1,2,3,4-tetrahydrobenzofuro[3,2-c]pyridin-8-yl)(phenyl)methanol hydrochloride). Isolated yield 85.7%. As a reaction SMILES: [Cl:1][C:2]1[C:7]2[O:8][C:9]3[CH2:14][CH2:13][N:12](C(OC(C)(C)C)=O)[CH2:11][C:10]=3[C:6]=2[CH:5]=[C:4]([CH:22]([OH:29])[C:23]2[CH:28]=[CH:27][CH:26]=[CH:25][CH:24]=2)[CH:3]=1.FC(F)(F)C(O)=O>ClCCl>[ClH:1].[Cl:1][C:2]1[C:7]2[O:8][C:9]3[CH2:14][CH2:13][NH:12][CH2:11][C:10]=3[C:6]=2[CH:5]=[C:4]([CH:22]([C:23]2[CH:28]=[CH:27][CH:26]=[CH:25][CH:24]=2)[OH:29])[CH:3]=1 |f:3.4|. Procedure: To a solution of the product of step A (50.0 mg, 0.12 mmol) in dichloromethane (4 mL) was added trifluoroacetic acid (0.4 mL). After stirring for 2 h at ambient temperature the reaction mixture was quenched with 10% sodium bicarbonate solution (15 mL) and extracted with dichloromethane. The organic extract was dried over sodium sulphate and concentrated in vacuo. The residue was purified by flash column chromatography (SiO2, 9:1 dichloromethane/methanol). The product was converted to hydrochlori... The reactants are CN, CS(=O)(=O)O, Cl, O=Cc1ccc(-c2cc3ncnc(Nc4ccc5[nH]ccc5c4)c3s2)cc1. Product: CNCc1ccc(-c2cc3ncnc(Nc4ccc5[nH]ccc5c4)c3s2)cc1. Reaction SMILES: [CH3:1][NH2:2].[CH3:30][S:31]([OH:32])(=[O:33])=[O:34].[ClH:35].[nH:3]1[cH:4][cH:5][c:6]2[cH:7][c:8]([NH:12][c:13]3[c:14]4[c:15]([n:16][cH:17][n:18]3)[cH:19][c:20](-[c:22]3[cH:23][cH:24][c:25]([CH:26]=[O:27])[cH:28][cH:29]3)[s:21]4)[cH:9][cH:10][c:11]12>>[CH3:1][NH:2][CH2:26][c:25]1[cH:24][cH:23][c:22](-[c:20]2[cH:19][c:15]3[c:14]([c:13]([NH:12][c:8]4[cH:7][c:6]5[cH:5][cH:4][nH:3][c:11]5[cH:10][cH:9]4)[n:18][cH:17][n:16]3)[s:21]2)[cH:29][cH:28]1. The reactants are OC=1C(=CC2=C(OCO2)C1)C=O (6-Hydroxybenzo[1,3]dioxole-5-carbaldehyde), C(CCC)NCCCC (dibutylamine), C1(C=2C(C(=O)O1)=CC=CC2)=O (phthalic anhydride), [N+](=O)([O-])C(C)O (Nitroethanol). Run in C(Cl)Cl (CH2Cl2). The product is C1OC=2C=C3C=C(COC3=CC2O1)[N+](=O)[O-] (6,7-Methylenedioxy-3-nitrochromene). The yield is 61.2%. Reaction SMILES: [OH:1][C:2]1[C:3]([CH:11]=O)=[CH:4][C:5]2[O:9][CH2:8][O:7][C:6]=2[CH:10]=1.C(NCCCC)CCC.C1(=O)OC(=O)C2=CC=CC=C12.[N+:33]([CH:36](O)[CH3:37])([O-:35])=[O:34]>C(Cl)Cl>[CH2:8]1[O:7][C:6]2[CH:10]=[C:2]3[C:3]([CH:11]=[C:36]([N+:33]([O-:35])=[O:34])[CH2:37][O:1]3)=[CH:4][C:5]=2[O:9]1. Procedure details: Aldehyde (2a) (6 g, 36.14 mmol) was dissolved in 300 ml of CH2Cl2 along with 3.1 ml of dibutylamine (18.16 mmol) and 10.72 g of phthalic anhydride in a two necked flask equipped with a Dean-Stark trap, a condenser and a dropping funnel. Nitroethanol (7 ml 97.69 mmol) was added dropwise over a period of 18 hours, while the solution was stirred at reflux. After addition, the reaction was stirred for an additional 24 hrs. The flask was then cooled to room temperature, filtered and the solution extr...